Dataset: the Open Reaction Database (ORD), a public repository of structured organic reaction records. Task: describe an organic reaction: reactants, conditions, products, and yield The reactants are CC(c1ccc(Cl)cc1)N1C(=O)C([Se]c2ccccc2)C(c2ccccc2)NC(=O)C1c1ccc(Cl)cc1, C1CCOC1, OO. The product is CC(c1ccc(Cl)cc1)N1C(=O)C=C(c2ccccc2)NC(=O)C1c1ccc(Cl)cc1. As a reaction SMILES: [Cl:3][c:4]1[cH:5][cH:6][c:7]([CH:10]2[C:11](=[O:40])[NH:12][CH:13]([c:34]3[cH:35][cH:36][cH:37][cH:38][cH:39]3)[CH:14]([Se:27][c:28]3[cH:29][cH:30][cH:31][cH:32][cH:33]3)[C:15](=[O:26])[N:16]2[CH:17]([CH3:18])[c:19]2[cH:20][cH:21][c:22]([Cl:25])[cH:23][cH:24]2)[cH:8][cH:9]1.[O:41]1[CH2:42][CH2:43][CH2:44][CH2:45]1.[OH:1][OH:2]>>[Cl:3][c:4]1[cH:5][cH:6][c:7]([CH:10]2[C:11](=[O:40])[NH:12][C:13]([c:34]3[cH:35][cH:36][cH:37][cH:38][cH:39]3)=[CH:14][C:15](=[O:26])[N:16]2[CH:17]([CH3:18])[c:19]2[cH:20][cH:21][c:22]([Cl:25])[cH:23][cH:24]2)[cH:8][cH:9]1.